Dataset: the Open Reaction Database (ORD), a public repository of structured organic reaction records. Task: describe an organic reaction: reactants, conditions, products, and yield Reactants: O (water), OC1=NC=C(C=C1)CO (2-hydroxy-5-hydroxymethylpyridine), P(Cl)(Cl)(Cl)(Cl)Cl (phosphorus pentachloride), C(Cl)(Cl)Cl (chloroform). Run in P(=O)(Cl)(Cl)Cl (phosphoryl chloride). Yields the product ClC1=NC=C(C=C1)CCl (2-chloro-5-chloromethyl-pyridine). Yield: 95.0%. Reaction SMILES: O[C:2]1[CH:7]=[CH:6][C:5](CO)=[CH:4][N:3]=1.P(Cl)(Cl)(Cl)(Cl)[Cl:11].[CH:16]([Cl:19])(Cl)Cl.O>P(Cl)(Cl)(Cl)=O>[Cl:11][C:2]1[CH:7]=[CH:6][C:5]([CH2:16][Cl:19])=[CH:4][N:3]=1. Reported procedure: A solution of 2.5 g (20 mmol) of 2-hydroxy-5-hydroxymethylpyridine and 4.16 g of phosphorus pentachloride in 10 ml of phosphoryl chloride was stirred for 6 hours at 105° C. After cooling, 50 ml of chloroform was added, the excess chlorination reagent being hydrolyzed by careful addition of water. The organic phase was washed with NaHCO3 solution, dried on NaSO4 and concentrated by evaporation. The distillation of the oily residue at 16 mm and 120° C. yielded 3.08 g of 2-chloro-5-chloromethyl-pyr... The reactants are [N+](=O)([O-])C1=CC=C(C=O)C=C1 (4-nitrobenzaldehyde), N1=C(C(=CC=C1)C)C (2,3-lutidine). Solvent: C(C)(=O)OC(C)=O (acetic anhydride). Yields the product CC=1C(=NC=CC1)C=CC1=CC=C(C=C1)[N+](=O)[O-] (3-methyl-2-[2-(4-nitrophenyl)vinyl]pyridine). Yield: 53.1%. As a reaction SMILES: [N+:1]([C:4]1[CH:11]=[CH:10][C:7]([CH:8]=O)=[CH:6][CH:5]=1)([O-:3])=[O:2].[N:12]1[CH:17]=[CH:16][CH:15]=[C:14]([CH3:18])[C:13]=1[CH3:19]>C(OC(=O)C)(=O)C>[CH3:18][C:14]1[C:13]([CH:19]=[CH:8][C:7]2[CH:10]=[CH:11][C:4]([N+:1]([O-:3])=[O:2])=[CH:5][CH:6]=2)=[N:12][CH:17]=[CH:16][CH:15]=1. Procedure details: A mixture of 4-nitrobenzaldehyde (30.2 g) and 2,3-lutidine (42.8 g) in acetic anhydride (100 ml) was refluxed for 9.5 hours under stirring. After cooling the reaction mixture, the precipitate was collected by filtration. The residue was washed with diethyl ether to give 3-methyl-2-[2-(4-nitrophenyl)vinyl]pyridine (25.5 g). The reactants are CCCOc1cc2c(c3c(=O)c(-c4ccc(OC)cc4)cn(C(CC)C(=O)[O-])c13)OCCC2, CCO, [Na+], [OH-]. Product: CCCOc1cc2c(c3c(=O)c(-c4ccc(OC)cc4)cn(CC(=O)O)c13)OCCC2. As a reaction SMILES: [CH2:3]([CH3:4])[CH:5]([C:6](=[O:7])[O-:8])[n:9]1[cH:10][c:11](-[c:28]2[cH:29][cH:30][c:31]([O:34][CH3:35])[cH:32][cH:33]2)[c:12](=[O:27])[c:13]2[c:14]3[c:19]([cH:20][c:21]([O:23][CH2:24][CH2:25][CH3:26])[c:22]12)[CH2:18][CH2:17][CH2:16][O:15]3.[CH3:36][CH2:37][OH:38].[Na+:2].[OH-:1]>>[CH2:5]([C:6](=[O:7])[OH:8])[n:9]1[cH:10][c:11](-[c:28]2[cH:29][cH:30][c:31]([O:34][CH3:35])[cH:32][cH:33]2)[c:12](=[O:27])[c:13]2[c:14]3[c:19]([cH:20][c:21]([O:23][CH2:24][CH2:25][CH3:26])[c:22]12)[CH2:18][CH2:17][CH2:16][O:15]3. The reactants are [OH-].[NH4+] (ammonium hydroxide), NC1=C(C=C(C=C1)Br)CC#N ((2-amino-5-bromophenyl)acetonitrile), N(=O)[O-].[Na+] (sodium nitrite). The solvent is Cl (hydrochloric acid), O (water). Conditions: temperature -50 celsius, time 2 hour. Product: BrC=1C=C2C(=NNC2=CC1)C#N (5-bromo-3-cyanoindazole). Yield: 60.6%. As a reaction SMILES: [NH2:1][C:2]1[CH:7]=[CH:6][C:5]([Br:8])=[CH:4][C:3]=1[CH2:9][C:10]#[N:11].[N:12]([O-])=O.[Na+].[OH-].[NH4+]>Cl.O>[Br:8][C:5]1[CH:4]=[C:3]2[C:2](=[CH:7][CH:6]=1)[NH:1][N:12]=[C:9]2[C:10]#[N:11] |f:1.2,3.4|. Procedure details: To a cooled solution of (2-amino-5-bromophenyl)acetonitrile (11 g, 52 mmol) in concentrated hydrochloric acid (110 mL) at −50° C., a solution of sodium nitrite (3.9 g, 57 mmol) in water (20 mL) was added slowly. After the addition, the mixture was stirred at −50° C. for 2 h. The mixture was neutralized with 33% ammonium hydroxide at 0° C. and extracted with ethyl acetate (3×100 mL). The combined organic layers were washed with saturated sodium chloride (100 mL), dried over anhydrous sodium sulfa... Reactants: ClC1=C(C(=NC=N1)NC1=CC=C(C=C1)Cl)N (6-Chloro-N4-(4-chlorophenyl)-pyrimidine-4,5-diamine), N1CCCC1 (pyrrolidine). Solvent: C(=O)(O)[O-].[Na+] (NaHCO3). Reaction conditions: temperature 100 celsius, time 2 hour. Yields the product ClC1=CC=C(C=C1)NC1=NC=NC(=C1N)N1CCCC1 (N4-(4-Chlorophenyl)-6-pyrrolidin-1-yl-pyrimidine-4,5-diamine). RXN SMILES: Cl[C:2]1[N:7]=[CH:6][N:5]=[C:4]([NH:8][C:9]2[CH:14]=[CH:13][C:12]([Cl:15])=[CH:11][CH:10]=2)[C:3]=1[NH2:16].[NH:17]1[CH2:21][CH2:20][CH2:19][CH2:18]1>C([O-])(O)=O.[Na+]>[Cl:15][C:12]1[CH:13]=[CH:14][C:9]([NH:8][C:4]2[C:3]([NH2:16])=[C:2]([N:17]3[CH2:21][CH2:20][CH2:19][CH2:18]3)[N:7]=[CH:6][N:5]=2)=[CH:10][CH:11]=1 |f:2.3|. Procedure: 6-Chloro-N4-(4-chlorophenyl)-pyrimidine-4,5-diamine I-(1A-1)a (114 mg, 0.45 mmol) and pyrrolidine (1 ml, excess) were combined and heated with stirring at 100° C. for 2 hours. The reaction mixture was diluted with saturated NaHCO3 solution and extracted with ethyl acetate. The organic layers were combined, dried (Na2SO4), filtered, and evaporated to dryness to yield the desired compound I-(17A-1)a (131 mg, quantitative) as an orange-brown solid: +ESI MS (M+1) 290.3; 1H NMR (500 MHz, CD3OD) δ 7.8... Reactants: O=C([O-])O, CCN=C=NCCCN(C)C, CN(C)C=O, O=C(O)c1ccc(Cn2ccc3ncnc(Nc4ccc(OCc5cccc(F)c5)c(Cl)c4)c32)cc1, Cl, NCCO, [Na+], O, O=C1CCC(=O)N1O. Product: O=C(NCCO)c1ccc(Cn2ccc3ncnc(Nc4ccc(OCc5cccc(F)c5)c(Cl)c4)c32)cc1. Reaction SMILES: [C:61](=[O:62])([O-:63])[OH:64].[CH3:38][N:39]([CH3:40])[CH2:41][CH2:42][CH2:43][N:44]=[C:45]=[N:46][CH2:47][CH3:48].[CH3:66][N:67]([CH3:68])[CH:69]=[O:70].[Cl:1][c:2]1[cH:3][c:4]([NH:17][c:18]2[c:19]3[c:20]([n:21][cH:22][n:23]2)[cH:24][cH:25][n:26]3[CH2:27][c:28]2[cH:29][cH:30][c:31]([C:32](=[O:33])[OH:34])[cH:35][cH:36]2)[cH:5][cH:6][c:7]1[O:8][CH2:9][c:10]1[cH:11][c:12]([F:16])[cH:13][cH:14][cH:15]1.[ClH:37].[NH2:57][CH2:58][CH2:59][OH:60].[Na+:65].[OH2:71].[OH:49][N:50]1[C:51](=[O:52])[CH2:53][CH2:54][C:55]1=[O:56]>>[Cl:1][c:2]1[cH:3][c:4]([NH:17][c:18]2[c:19]3[c:20]([n:21][cH:22][n:23]2)[cH:24][cH:25][n:26]3[CH2:27][c:28]2[cH:29][cH:30][c:31]([C:32](=[O:33])[NH:57][CH2:58][CH2:59][OH:60])[cH:35][cH:36]2)[cH:5][cH:6][c:7]1[O:8][CH2:9][c:10]1[cH:11][c:12]([F:16])[cH:13][cH:14][cH:15]1. Starting materials: N1=CC(=CC=C1)CNC(=O)C1=C(N=C(S1)C=1NN=CC1)C (4-methyl-2-(2H-pyrazol-3-yl)-thiazole-5-carboxylic acid (pyridin-3-ylmethyl)-amide), BrCC1=CC=C(C=C1)F (1-bromomethyl-4-fluoro-benzene). The product is N1=CC(=CC=C1)CNC(=O)C1=C(N=C(S1)C1=NN(C=C1)CC1=CC=C(C=C1)F)C (2-[1-(4-fluoro-benzyl)-1H-pyrazol-3-yl]-4-methyl-thiazole-5-carboxylic acid (pyridin-3-ylmethyl)amide), solid. Isolated yield 51.0%. As a reaction SMILES: [N:1]1[CH:6]=[CH:5][CH:4]=[C:3]([CH2:7][NH:8][C:9]([C:11]2[S:15][C:14]([C:16]3[NH:17][N:18]=[CH:19][CH:20]=3)=[N:13][C:12]=2[CH3:21])=[O:10])[CH:2]=1.Br[CH2:23][C:24]1[CH:29]=[CH:28][C:27]([F:30])=[CH:26][CH:25]=1>>[N:1]1[CH:6]=[CH:5][CH:4]=[C:3]([CH2:7][NH:8][C:9]([C:11]2[S:15][C:14]([C:16]3[CH:20]=[CH:19][N:18]([CH2:23][C:24]4[CH:29]=[CH:28][C:27]([F:30])=[CH:26][CH:25]=4)[N:17]=3)=[N:13][C:12]=2[CH3:21])=[O:10])[CH:2]=1. Procedure: The title compound was prepared from 4-methyl-2-(2H-pyrazol-3-yl)-thiazole-5-carboxylic acid (pyridin-3-ylmethyl)-amide and 1-bromomethyl-4-fluoro-benzene as described in Example 49 and isolated as a white solid (0.072 g, 51% yield). 1H NMR (400 MHz, CDCl3) δ 8.61 (s, 1H), 8.54-8.57 (m, 2H), 7.71 (d, J=8 Hz, 1H), 7.38 (d, J=4 Hz, 1H), 7.21-7.32 (m, 3H), 7.02-7.06 (m, 2H), 6.84 (d, J=2 Hz, 1H), 6.12-6.15 (m, 1H), 5.31 (s, 2H), 4.63 (d, J=8 Hz, 2H), 2.75 (s, 3H); MS (M+H)+=408.3; Rt=1.22 min; HRMS...